From a dataset of the Open Reaction Database (ORD), a public repository of structured organic reaction records. describe an organic reaction: reactants, conditions, products, and yield Starting materials: CCOC(=O)N1C(=O)c2ccccc2C1=O, CC#N, Cl, CCOc1cc(C(N)CC(=O)OC)ccc1OC, [Na+], [Na+], O=C([O-])[O-], O. Reaction SMILES: [C:26]([N:27]1[C:32](=[O:41])[c:33]2[c:34]([cH:37][cH:38][cH:39][cH:40]2)[C:35]1=[O:36])([O:28][CH2:29][CH3:30])=[O:31].[CH3:43][C:44]#[N:45].[ClH:1].[NH2:2][CH:3]([CH2:4][C:5](=[O:6])[O:7][CH3:8])[c:9]1[cH:10][c:11]([O:17][CH2:18][CH3:19])[c:12]([O:15][CH3:16])[cH:13][cH:14]1.[Na+:20].[Na+:21].[O-:22][C:23](=[O:24])[O-:25].[OH2:42]>>[N:2]1([CH:3]([CH2:4][C:5](=[O:6])[O:7][CH3:8])[c:9]2[cH:10][c:11]([O:17][CH2:18][CH3:19])[c:12]([O:15][CH3:16])[cH:13][cH:14]2)[C:32](=[O:41])[c:33]2[c:34]([cH:37][cH:38][cH:39][cH:40]2)[C:35]1=[O:36]. Yields the product CCOc1cc(C(CC(=O)OC)N2C(=O)c3ccccc3C2=O)ccc1OC. The reactants are FC=1C=C(C=C(C1)F)CCCN (3-(3,5-difluorophenyl)-1-propylamine), C1(CCC(CC1)=O)C1=CC2=C(NC(O2)=O)C=C1 (6-(4-cyclohexanonyl)benzoxazolin-2-one). Yields the product FC=1C=C(C=C(C1)F)CCCN[C@@H]1CC[C@H](CC1)C1=CC2=C(NC(O2)=O)C=C1 (6-(trans-4-[3-(3,5-difluorophenyl)propylamino]cyclohexyl}-3H-benzoxazol-2-one). Yield: 25.5%. Reaction SMILES: [F:1][C:2]1[CH:3]=[C:4]([CH2:9][CH2:10][CH2:11][NH2:12])[CH:5]=[C:6]([F:8])[CH:7]=1.[CH:13]1([C:20]2[CH:29]=[CH:28][C:23]3[NH:24][C:25](=[O:27])[O:26][C:22]=3[CH:21]=2)[CH2:18][CH2:17][C:16](=O)[CH2:15][CH2:14]1>>[F:1][C:2]1[CH:3]=[C:4]([CH2:9][CH2:10][CH2:11][NH:12][C@H:16]2[CH2:17][CH2:18][C@H:13]([C:20]3[CH:29]=[CH:28][C:23]4[NH:24][C:25](=[O:27])[O:26][C:22]=4[CH:21]=3)[CH2:14][CH2:15]2)[CH:5]=[C:6]([F:8])[CH:7]=1. Procedure: Condensation of 3-(3,5-difluorophenyl)-1-propylamine (1.5 g, 6.5 mmol) and ketone 5 (1.5 g, 6.5 mmol), following the procedure described in Example 1, gave 6-(trans-4-[3-(3,5-difluorophenyl)propylamino]cyclohexyl}-3H-benzoxazol-2-one (640 mg, 26%), as a white solid: 1H NMR (500 MHz, DMSO-d6): δ 7.13 (s, 1H), 7.01-6.92 (m, 5H), 2.66 (t, J=8 Hz, 2H), 2.57 (t, J=8 Hz, 2H), 2.49-2.40 (m, 2H), 1.95 (br d, J=10 Hz, 2H), 1.78 (br d, J=10 Hz, 2H), 1.74-1.68 (m, 2H), 1.45 (dddd, J=13, 13, 13, 3 Hz, 2H), ... Starting materials: N(=NC(=O)OCC)C(=O)OCC (Diethyl azodicarboxylate), C1(=CC=CC=C1)P(C1=CC=CC=C1)C1=CC=CC=C1 (triphenylphosphine), C(C1=CC=CC=C1)N1C(CNCC1)CCO (2-(1-benzyl-piperazine-2-yl)-ethanol). Solvent: C1CCOC1 (THF), C1CCOC1 (THF). Conditions: time 30 minute. Yields the product C(C1=CC=CC=C1)N1CCN2CCC1C2 (4-Benzyl-1,4-diaza-bicyclo[3.2.1]octane). Isolated yield 74.1%. Reaction SMILES: N(C(OCC)=O)=NC(OCC)=O.C1(P(C2C=CC=CC=2)C2C=CC=CC=2)C=CC=CC=1.[CH2:32]([N:39]1[CH2:44][CH2:43][NH:42][CH2:41][CH:40]1[CH2:45][CH2:46]O)[C:33]1[CH:38]=[CH:37][CH:36]=[CH:35][CH:34]=1>C1COCC1>[CH2:32]([N:39]1[CH:40]2[CH2:41][N:42]([CH2:46][CH2:45]2)[CH2:43][CH2:44]1)[C:33]1[CH:38]=[CH:37][CH:36]=[CH:35][CH:34]=1. Procedure: Diethyl azodicarboxylate (15.8 mL, 100 mmol) was slowly added to a solution of triphenylphosphine (26.2 g, 100 mmol) in THF (200 mL) while maintaining the reaction temperature below 20° C. After stirring this mixture for 30 min at RT, a solution of 2-(1-benzyl-piperazine-2-yl)-ethanol (11 g, 50 mmol) in THF (100 mL) was added while maintaining the reaction temperature below 20° C. The reaction mixture became turbid and the solvent was removed in vacuo after a period of 1 h. The residue was parti... The reactants are CC(C)C=1N=C(C2=C(CCN(CC2)C2=NC=CC=C2C(F)(F)F)N1)NC1=CC=C(C=C1)C(C)=O (1-[4-({2-(1-methylethyl)-7-[3-(trifluoromethyl)pyridin-2-yl]-6,7,8,9-tetrahydro-5H-pyrimido[4,5-d]azepin-4-yl}amino)phenyl]ethanone), [BH4-].[Na+] (NaBH4). Solvent: CO (MeOH). Reaction conditions: time 4 hour. Product: CC(C)C=1N=C(C2=C(CCN(CC2)C2=NC=CC=C2C(F)(F)F)N1)NC1=CC=C(C=C1)C(C)O (1-[4-({2-(1-Methylethyl)-7-[3-(trifluoromethyl)pyridin-2-yl]-6,7,8,9-tetrahydro-5H-pyrimido[4,5-d]azepin-4-yl}amino)phenyl]ethanol). The yield is 86.2%. As a reaction SMILES: [CH3:1][CH:2]([C:4]1[N:5]=[C:6]([NH:25][C:26]2[CH:31]=[CH:30][C:29]([C:32](=[O:34])[CH3:33])=[CH:28][CH:27]=2)[C:7]2[CH2:13][CH2:12][N:11]([C:14]3[C:19]([C:20]([F:23])([F:22])[F:21])=[CH:18][CH:17]=[CH:16][N:15]=3)[CH2:10][CH2:9][C:8]=2[N:24]=1)[CH3:3].[BH4-].[Na+]>CO>[CH3:3][CH:2]([C:4]1[N:5]=[C:6]([NH:25][C:26]2[CH:27]=[CH:28][C:29]([CH:32]([OH:34])[CH3:33])=[CH:30][CH:31]=2)[C:7]2[CH2:13][CH2:12][N:11]([C:14]3[C:19]([C:20]([F:21])([F:23])[F:22])=[CH:18][CH:17]=[CH:16][N:15]=3)[CH2:10][CH2:9][C:8]=2[N:24]=1)[CH3:1] |f:1.2|. Procedure: To a solution of 1-[4-({2-(1-methylethyl)-7-[3-(trifluoromethyl)pyridin-2-yl]-6,7,8,9-tetrahydro-5H-pyrimido[4,5-d]azepin-4-yl}amino)phenyl]ethanone (Example 96; 37 mg, 0.079 mmol) in MeOH was added NaBH4 (4.1 mg, 0.11 mmol). The mixture was stirred at rt for 4 h, then concentrated. The residue was redissolved in water and extracted with EtOAc. The organic layers were combined, dried, and concentrated. The crude residue was purified (FCC) to give the title compound (32.1 mg, 86%). MS (ESI): mass... Reactants: C1=C(OC=C(C1=O)O)CO (kojic acid), C1(=CC=CC=C1)C(=[N+]=[N-])C1=CC=CC=C1 (diphenyldiazomethane). Solvent: C(C)O (ethanol). Run at temperature 60 celsius. Product: C(C1=CC=CC=C1)(C1=CC=CC=C1)OC=1C(C=C(OC1)CO)=O (5-benzhydryloxy-2-hydroxymethyl-4-pyrone). The yield is 56.8%. Reaction SMILES: [CH:1]1[C:6](=[O:7])[C:5]([OH:8])=[CH:4][O:3][C:2]=1[CH2:9][OH:10].[C:11]1([C:17]([C:20]2[CH:25]=[CH:24][CH:23]=[CH:22][CH:21]=2)=[N+]=[N-])[CH:16]=[CH:15][CH:14]=[CH:13][CH:12]=1>C(O)C>[CH:17]([O:8][C:5]1[C:6](=[O:7])[CH:1]=[C:2]([CH2:9][OH:10])[O:3][CH:4]=1)([C:11]1[CH:16]=[CH:15][CH:14]=[CH:13][CH:12]=1)[C:20]1[CH:25]=[CH:24][CH:23]=[CH:22][CH:21]=1. Reported procedure: 14.2 g (0.1 mol) of kojic acid was added to ethanol (400 ml), and heated to 60° C. and dissolved. After cooling the solution to room temperature, 29.1 g (0.15 mol) of diphenyldiazomethane was added thereto, and the mixture was reacted at room temperature for 18 hours under stirring. The reaction solution was concentrated to dryness, and benzene (300 ml) was added thereto. Then, insolubles were removed by filtration. To the filtrate, water (300 ml) was added, and the precipitates thereby formed w... Reactants: BrC1=CC(=C(C=C1)C(=O)N1CCN(CC1)C1=NC=C(C=C1C)CC)C ((4-bromo-2-methylphenyl) [4-(5-ethyl-3-methylpyridin-2-yl)piperazin-1-yl]methanone), N1C(CCC1)=O (pyrrolidin-2-one). Product: C(C)C=1C=C(C(=NC1)N1CCN(CC1)C(=O)C1=C(C=C(C=C1)N1C(CCC1)=O)C)C (1-{4-[4-(5-ethyl-3-methylpyridin-2-yl)piperazine-1-carbonyl]-3-methylphenyl}pyrrolidin-2-one). As a reaction SMILES: Br[C:2]1[CH:7]=[CH:6][C:5]([C:8]([N:10]2[CH2:15][CH2:14][N:13]([C:16]3[C:21]([CH3:22])=[CH:20][C:19]([CH2:23][CH3:24])=[CH:18][N:17]=3)[CH2:12][CH2:11]2)=[O:9])=[C:4]([CH3:25])[CH:3]=1.[NH:26]1[CH2:30][CH2:29][CH2:28][C:27]1=[O:31]>>[CH2:23]([C:19]1[CH:20]=[C:21]([CH3:22])[C:16]([N:13]2[CH2:14][CH2:15][N:10]([C:8]([C:5]3[CH:6]=[CH:7][C:2]([N:26]4[CH2:30][CH2:29][CH2:28][C:27]4=[O:31])=[CH:3][C:4]=3[CH3:25])=[O:9])[CH2:11][CH2:12]2)=[N:17][CH:18]=1)[CH3:24]. Reported procedure: Using (4-bromo-2-methylphenyl) [4-(5-ethyl-3-methylpyridin-2-yl)piperazin-1-yl]methanone (402 mg) described in Preparation Example 253 and pyrrolidin-2-one (115 μL) and by the reaction and treatment in the same manner as in Example 262, the title compound (356 mg) was obtained. Starting materials: C=1C=CC(=CC1)P(C=2C=CC=CC2)C3=CC=C4C=CC=CC4=C3C5=C6C=CC=CC6=CC=C5P(C=7C=CC=CC7)C=8C=CC=CC8 (BINAP), C([O-])([O-])=O.[Cs+].[Cs+] (cesium carbonate), ClC1=CC(=NC(=N1)N1CCOCC1)C=1C=NC(=NC1)N (5-(6-chloro-2-morpholinopyrimidin-4-yl)pyrimidin-2-amine), N1=CC(=CC2=CC=CC=C12)N (quinolin-3-amine). Reagents/catalysts: CC(=O)[O-].CC(=O)[O-].[Pd+2] (Pd(OAc)2). Run in C1CCOC1 (THF). Reaction conditions: temperature 110 celsius. Product: NC1=NC=C(C=N1)C1=CC(=NC(=N1)N1CCOCC1)NC=1C=NC2=CC=CC=C2C1 (N-(6-(2-aminopyrimidin-5-yl)-2-morpholinopyrimidin-4-yl)quinolin-3-amine). Reaction SMILES: C1C=CC(P(C2C(C3C(P(C4C=CC=CC=4)C4C=CC=CC=4)=CC=C4C=3C=CC=C4)=C3C(C=CC=C3)=CC=2)C2C=CC=CC=2)=CC=1.C(=O)([O-])[O-].[Cs+].[Cs+].Cl[C:54]1[N:59]=[C:58]([N:60]2[CH2:65][CH2:64][O:63][CH2:62][CH2:61]2)[N:57]=[C:56]([C:66]2[CH:67]=[N:68][C:69]([NH2:72])=[N:70][CH:71]=2)[CH:55]=1.[N:73]1[C:82]2[C:77](=[CH:78][CH:79]=[CH:80][CH:81]=2)[CH:76]=[C:75]([NH2:83])[CH:74]=1>CC([O-])=O.CC([O-])=O.[Pd+2].C1COCC1>[NH2:72][C:69]1[N:68]=[CH:67][C:66]([C:56]2[N:57]=[C:58]([N:60]3[CH2:65][CH2:64][O:63][CH2:62][CH2:61]3)[N:59]=[C:54]([NH:83][C:75]3[CH:74]=[N:73][C:82]4[C:77]([CH:76]=3)=[CH:78][CH:79]=[CH:80][CH:81]=4)[CH:55]=2)=[CH:71][N:70]=1 |f:1.2.3,6.7.8|. Procedure details: Pd(OAc)2, BINAP, cesium carbonate, THF (0.8 mL) were mixed with 5-(6-chloro-2-morpholinopyrimidin-4-yl)pyrimidin-2-amine (1 eq) and quinolin-3-amine (2 eq). The mixture was heated under microwave irradiation for 10 minutes at 110° C. The solution was filtered and concentrated under reduced pressure. LC/MS (m/z): 401.4 (MH+).